From a dataset of the Open Reaction Database (ORD), a public repository of structured organic reaction records. describe an organic reaction: reactants, conditions, products, and yield Starting materials: O=C1CC(C1)NC(OC(C)(C)C)=O (tert-butyl (3-oxocyclobutyl)carbamate), Cl.Cl.NC1=C2C(=NC=N1)N(N=C2C)C(C)C=2C=C(C(=C1CNCC(OC12)C)C#N)Cl (9-[1-(4-amino-3-methyl-1H-pyrazolo[3,4-d]pyrimidin-1-yl)ethyl]-7-chloro-2-methyl-2,3,4,5-tetrahydro-1,4-benzoxazepine-6-carbonitrile bishydrochloride), C(#N)[BH3-].[Na+] (sodium cyanoborohydride). Run in O (water), CO (methanol). Conditions: temperature 60 celsius. Yields the product NC1=C2C(=NC=N1)N(N=C2C)C(C)C2=CC(=C(C=1CN(CC(OC12)C)C1CC(C1)NC(OC(C)(C)C)=O)C#N)Cl (tert-butyl {3-[9-[1-(4-amino-3-methyl-1H-pyrazolo[3,4-d]pyrimidin-1-yl)ethyl]-7-chloro-6-cyano-2-methyl-2,3-dihydro-1,4-benzoxazepin-4(5H)-yl]cyclobutyl}carbamate). RXN SMILES: Cl.Cl.[NH2:3][C:4]1[N:9]=[CH:8][N:7]=[C:6]2[N:10]([CH:14]([C:16]3[CH:17]=[C:18]([Cl:30])[C:19]([C:28]#[N:29])=[C:20]4[C:26]=3[O:25][CH:24]([CH3:27])[CH2:23][NH:22][CH2:21]4)[CH3:15])[N:11]=[C:12]([CH3:13])[C:5]=12.O=[C:32]1[CH2:35][CH:34]([NH:36][C:37](=[O:43])[O:38][C:39]([CH3:42])([CH3:41])[CH3:40])[CH2:33]1.C([BH3-])#N.[Na+]>CO.O>[NH2:3][C:4]1[N:9]=[CH:8][N:7]=[C:6]2[N:10]([CH:14]([C:16]3[C:26]4[O:25][CH:24]([CH3:27])[CH2:23][N:22]([CH:32]5[CH2:35][CH:34]([NH:36][C:37](=[O:43])[O:38][C:39]([CH3:41])([CH3:40])[CH3:42])[CH2:33]5)[CH2:21][C:20]=4[C:19]([C:28]#[N:29])=[C:18]([Cl:30])[CH:17]=3)[CH3:15])[N:11]=[C:12]([CH3:13])[C:5]=12 |f:0.1.2,4.5|. Reported procedure: 9-[1-(4-Amino-3-methyl-1H-pyrazolo[3,4-d]pyrimidin-1-yl)ethyl]-7-chloro-2-methyl-2,3,4,5-tetrahydro-1,4-benzoxazepine-6-carbonitrile bishydrochloride (20 mg, 0.05 mmol) from Example 59, step 1, was dissolved in methanol (1.1 mL), and the tert-butyl (3-oxocyclobutyl)carbamate (0.019 g, 0.10 mmol) was added, followed by the sodium cyanoborohydride (0.0063 g, 0.10 mmol). The reaction was heated to 60° C. for 2 h, allowed to cool, diluted with water, and extracted with ethyl acetate. The combined or... RXN SMILES: [CH3:16][O:17][C:18](=[O:19])[c:20]1[n:21][cH:22][cH:23][n:24][c:25]1[NH:26][c:27]1[cH:28][n:29][cH:30][cH:31][cH:32]1.[CH3:9][CH2:10][CH2:11][CH2:12][CH2:13][CH2:14][CH3:15].[Cl:1][c:2]1[cH:3][c:4]([NH2:5])[cH:6][cH:7][cH:8]1.[O:33]1[CH2:34][CH2:35][O:36][CH2:37][CH2:38]1>>[Cl:1][c:2]1[cH:3][c:4]([NH:5][C:18](=[O:17])[c:20]2[n:21][cH:22][cH:23][n:24][c:25]2[NH:26][c:27]2[cH:28][n:29][cH:30][cH:31][cH:32]2)[cH:6][cH:7][cH:8]1. The reactants are COC(=O)c1nccnc1Nc1cccnc1, CCCCCCC, Nc1cccc(Cl)c1, C1COCCO1. Yields the product O=C(Nc1cccc(Cl)c1)c1nccnc1Nc1cccnc1.